Dataset: the Open Reaction Database (ORD), a public repository of structured organic reaction records. Task: describe an organic reaction: reactants, conditions, products, and yield Starting materials: Fc1ccc(COCc2ccccc2)cc1Br, C1CCCCC1, [Na+], [O-]c1ccccc1, c1ccc2cnccc2c1. Yields the product Fc1ccc(COCc2ccccc2)cc1Oc1ccccc1. RXN SMILES: [CH2:1]([c:2]1[cH:3][cH:4][cH:5][cH:6][cH:7]1)[O:8][CH2:9][c:10]1[cH:11][c:12]([Br:17])[c:13]([F:16])[cH:14][cH:15]1.[CH2:36]1[CH2:37][CH2:38][CH2:39][CH2:40][CH2:41]1.[Na+:18].[O-:19][c:20]1[cH:21][cH:22][cH:23][cH:24][cH:25]1.[cH:26]1[cH:27][c:28]2[c:29]([cH:30][n:31][cH:32][cH:33]2)[cH:34][cH:35]1>>[CH2:1]([c:2]1[cH:3][cH:4][cH:5][cH:6][cH:7]1)[O:8][CH2:9][c:10]1[cH:11][c:12]([O:19][c:20]2[cH:21][cH:22][cH:23][cH:24][cH:25]2)[c:13]([F:16])[cH:14][cH:15]1. Starting materials: C1(C=2C(C(N1C(C=C)C(CCCOC)(F)F)=O)=CC=CC2)=O (3-phthalimido-4,4-difluoro-7-methoxy-1-heptene), C[Si](C)(C)I (trimethylsilyliodide), Cl (HCl). Run in ClCCl (dichloromethane). Run at time 0.5 hour. The product is C1(C=2C(C(N1C(C=C)C(CCCO)(F)F)=O)=CC=CC2)=O (3-phthalimido-4,4-difluoro-7-hydroxy-1-heptene). Reaction SMILES: [C:1]1(=[O:22])[N:5]([CH:6]([C:9]([F:16])([F:15])[CH2:10][CH2:11][CH2:12][O:13]C)[CH:7]=[CH2:8])[C:4](=[O:17])[C:3]2=[CH:18][CH:19]=[CH:20][CH:21]=[C:2]12.C[Si](I)(C)C.Cl>ClCCl>[C:4]1(=[O:17])[N:5]([CH:6]([C:9]([F:15])([F:16])[CH2:10][CH2:11][CH2:12][OH:13])[CH:7]=[CH2:8])[C:1](=[O:22])[C:2]2=[CH:21][CH:20]=[CH:19][CH:18]=[C:3]12. Reported procedure: Under an atmosphere of nitrogen, a mixture of 3-phthalimido-4,4-difluoro-7-methoxy-1-heptene (440 mg, 1.43 mmoles) and trimethylsilyliodide (400 mg, 2 mmoles) in dry dichloromethane (10 ml) is heated overnight under reflux. 1N HCl (10 ml) is added to the reaction mixture which is kept under vigorous stirring for 1/2 hour. The organic layer is separated, washed successively with water, sodium bisulfite solution, and water, and is dried over sodium sulfate. 3-phthalimido-4,4-difluoro-7-hydroxy-1-h... Reactants: OC1=CC(NC(=C1)C(C)C)=O (4-hydroxy-6-isopropyl-1H-pyridin-2-one), [N+](=O)(O)[O-] (HNO3), ice. Run at time 3.5 day. Yields the product OC1=C(C(NC(=C1)C(C)C)=O)[N+](=O)[O-] (4-hydroxy-6-isopropyl-3-nitro-1H-pyridin-2-one). RXN SMILES: [OH:1][C:2]1[CH:7]=[C:6]([CH:8]([CH3:10])[CH3:9])[NH:5][C:4](=[O:11])[CH:3]=1.[N+:12]([O-])([OH:14])=[O:13]>>[OH:1][C:2]1[CH:7]=[C:6]([CH:8]([CH3:9])[CH3:10])[NH:5][C:4](=[O:11])[C:3]=1[N+:12]([O-:14])=[O:13]. Procedure: A solution of 4-hydroxy-6-isopropyl-1H-pyridin-2-one (1.76 g, 11.5 mmol) in 55-60 mL of 50% aq HNO3 is stirred at 70° C. for 2.5 h. After cooling, the reaction mixture is poured into ice-cold H2O (˜100 mL). The resulting solution is allowed to sit in the refrigerator for 3.5 days. The solid that precipitates is collected by filtration, washed with water, and dried to afford 4-hydroxy-6-isopropyl-3-nitro-1H-pyridin-2-one as yellow crystals. 1H NMR (DMSO-d6, 300 MHz) δ 12.30 (br s, 1H), 11.82 (br ... The product is C[Si](C)(C)c1cc(Cl)nnc1NN. Reaction SMILES: [CH2:15]1[O:16][CH2:17][CH2:18][CH2:19]1.[CH:20]([N:21]([CH2:22][CH3:23])[CH:24]([CH3:25])[CH3:26])([CH3:27])[CH3:28].[Cl:1][c:2]1[n:3][n:4][c:5]([Cl:12])[cH:6][c:7]1[Si:8]([CH3:9])([CH3:10])[CH3:11].[NH2:13][NH2:14]>>[c:2]1([NH:13][NH2:14])[n:3][n:4][c:5]([Cl:12])[cH:6][c:7]1[Si:8]([CH3:9])([CH3:10])[CH3:11]. Starting materials: C1CCOC1, CCN(C(C)C)C(C)C, C[Si](C)(C)c1cc(Cl)nnc1Cl, NN. Starting materials: ClCCl, CCCCCC, CC(=O)OC=O, CC(C)(C)OC(=O)NC(CO)COc1noc2ccc(N)cc12. Yields the product CC(C)(C)OC(=O)NC(CO)COc1noc2ccc(NC=O)cc12. Reaction SMILES: [CH2:36]([Cl:37])[Cl:38].[CH3:30][CH2:31][CH2:32][CH2:33][CH2:34][CH3:35].[CH:24](=[O:25])[O:26][C:27](=[O:28])[CH3:29].[NH2:1][c:2]1[cH:3][cH:4][c:5]2[c:6]([c:7]([O:10][CH2:11][CH:12]([CH2:13][OH:14])[NH:15][C:16](=[O:17])[O:18][C:19]([CH3:20])([CH3:21])[CH3:22])[n:8][o:9]2)[cH:23]1>>[NH:1]([c:2]1[cH:3][cH:4][c:5]2[c:6]([c:7]([O:10][CH2:11][CH:12]([CH2:13][OH:14])[NH:15][C:16](=[O:17])[O:18][C:19]([CH3:20])([CH3:21])[CH3:22])[n:8][o:9]2)[cH:23]1)[CH:24]=[O:25]. The reactants are C1(=C(C=CC=C1)N)N (1,2-phenylenediamine), C(C)(=O)O (acetic acid), CCOCC (ether). The solvent is C1(=CC=CC=C1)C (toluene). The product is N1=CC=NC2=CC=CC=C12 (quinoxaline). As a reaction SMILES: [C:1]1([NH2:8])[CH:6]=[CH:5][CH:4]=[CH:3][C:2]=1[NH2:7].[C:9](O)(=O)[CH3:10].CCOCC>C1(C)C=CC=CC=1>[N:7]1[C:2]2[C:1](=[CH:6][CH:5]=[CH:4][CH:3]=2)[N:8]=[CH:10][CH:9]=1. Procedure details: 1,2-phenylenediamine (2.3 g) and acetic acid (1 ml) were added to a solution of the compound mentioned above (7.54 g) in toluene (50 ml), and the mixture was heated under reflux for an hour. The solid formed upon addition of ether to the reaction mixture at 0° C. was filtered to give a quinoxaline derivative (1.91 g). The compound was dissolved in tetrahydrofuran (500 ml), and sodium hydride (60%, 1.0 g) and 2-trimethylsilylethoxymethyl chloride (8.6 ml) were added to the solution at room temper... The product is CC(C)(C)OC(=O)N1CCC(Cc2ccccc2)(NC(=O)c2cnc(C#N)nc2NCC2CCC3(CC2)CC3)CC1. The reactants are CC(C)(C)OC(=O)N1CCC(N)(Cc2ccccc2)CC1, N#Cc1ncc(C(=O)O)c(NCC2CCC3(CC2)CC3)n1, CCOC(C)=O, CN(C)C=O, On1nnc2cccnc21. RXN SMILES: [C:1]([CH3:2])([CH3:3])([CH3:4])[O:5][C:6](=[O:7])[N:8]1[CH2:9][CH2:10][C:11]([CH2:14][c:15]2[cH:16][cH:17][cH:18][cH:19][cH:20]2)([NH2:21])[CH2:12][CH2:13]1.[C:22](#[N:23])[c:24]1[n:25][cH:26][c:27]([C:40](=[O:41])[OH:42])[c:28]([NH:30][CH2:31][CH:32]2[CH2:33][CH2:34][C:35]3([CH2:36][CH2:37]3)[CH2:38][CH2:39]2)[n:29]1.[CH3:58][CH2:59][O:60][C:61]([CH3:62])=[O:63].[O:53]=[CH:54][N:55]([CH3:56])[CH3:57].[OH:43][n:44]1[c:45]2[n:46][cH:47][cH:48][cH:49][c:50]2[n:51][n:52]1>>[C:1]([CH3:2])([CH3:3])([CH3:4])[O:5][C:6](=[O:7])[N:8]1[CH2:9][CH2:10][C:11]([CH2:14][c:15]2[cH:16][cH:17][cH:18][cH:19][cH:20]2)([NH:21][C:40]([c:27]2[cH:26][n:25][c:24]([C:22]#[N:23])[n:29][c:28]2[NH:30][CH2:31][CH:32]2[CH2:33][CH2:34][C:35]3([CH2:36][CH2:37]3)[CH2:38][CH2:39]2)=[O:41])[CH2:12][CH2:13]1.